This data is from the Open Reaction Database (ORD), a public repository of structured organic reaction records. The task is: describe an organic reaction: reactants, conditions, products, and yield The solvent is O1CCOCC1 (dioxane). Reactants: ClC1=C(C=C(C(=C1)F)F)S(=O)(=O)N (2-Chloro-4,5-difluorobenzenesulfonamide), O1CCC(CC1)CN ((tetrahydro-2H-pyran-4-yl)methanamine), C(C)(C)N(C(C)C)CC (N,N-diisopropylethylamine), O1CCC(CC1)CN ((tetrahydro-2H-pyran-4-yl)methanamine), C(C)(C)N(C(C)C)CC (N,N-diisopropylethylamine). Reaction SMILES: [Cl:1][C:2]1[CH:7]=[C:6](F)[C:5]([F:9])=[CH:4][C:3]=1[S:10]([NH2:13])(=[O:12])=[O:11].[O:14]1[CH2:19][CH2:18][CH:17]([CH2:20][NH2:21])[CH2:16][CH2:15]1.C(N(CC)C(C)C)(C)C>O1CCOCC1>[Cl:1][C:2]1[CH:7]=[C:6]([NH:21][CH2:20][CH:17]2[CH2:18][CH2:19][O:14][CH2:15][CH2:16]2)[C:5]([F:9])=[CH:4][C:3]=1[S:10]([NH2:13])(=[O:12])=[O:11]. The product is ClC1=C(C=C(C(=C1)NCC1CCOCC1)F)S(=O)(=O)N (2-chloro-5-fluoro-4-((tetrahydro-2H-pyran-4-yl)methylamino)benzenesulfonamide). Run at time 1.5 day. Procedure: 2-Chloro-4,5-difluorobenzenesulfonamide (0.683 g), (tetrahydro-2H-pyran-4-yl)methanamine (0.346 g), N,N-diisopropylethylamine (0.681 ml) and dioxane (10 ml) were heated at 65° C. for 2.5 days. Additional (tetrahydro-2H-pyran-4-yl)methanamine (0.346 g) and N,N-diisopropylethylamine (0.681 ml) were added and heating was continued at 70° C. for 1.5 days. The reaction mixture was concentrated and column chromatographed on silica gel with 0-3% methanol in dichloromethane as eluent. The obtained solid... The reactants are OC1=COC=CC1=O (3-hydroxy-pyran-4-one), C1=COC=C(C1=O)O (pyromeconic acid), FC1=CC=C(C=O)C=C1 (4-fluorobenzaldehyde), C(C)O (ethanol). Run in O (water), [OH-].[Na+] (NaOH). Reaction conditions: time 18 hour. Yields the product FC1=CC=C(C=C1)C(C=1OC=CC(C1O)=O)O (2-[(4-fluorophenyl)-hydroxy-methyl]-3-hydroxy-pyran-4-one). Reaction SMILES: [OH:1][C:2]1[C:7](=[O:8])[CH:6]=[CH:5][O:4][CH:3]=1.[F:9][C:10]1[CH:17]=[CH:16][C:13]([CH:14]=[O:15])=[CH:12][CH:11]=1.C(O)C>O.[OH-].[Na+]>[F:9][C:10]1[CH:17]=[CH:16][C:13]([CH:14]([OH:15])[C:3]2[O:4][CH:5]=[CH:6][C:7](=[O:8])[C:2]=2[OH:1])=[CH:12][CH:11]=1 |f:4.5|. Procedure: 2-[4-Fluorophenyl)-hydroxy-methyl]-3-hydroxy-pyran-4-one: With stirring at room temperature, 5.6 g of pyromeconic acid (3-hydroxy-pyran-4-one) [CAS No.: 496-63-9] are dissolved in 10 ml of water and 24.5 ml of 2N NaOH. 6.33 g of 4-fluorobenzaldehyde and 25 ml of ethanol are added and the reaction mixture is stirred at room temperature for 18 hours. For working-up, the ethanol is removed using a rotary evaporator and the aqueous solution that remains is neutralised with 24.5 ml of 2N HCl. The pro...